This data is from the Open Reaction Database (ORD), a public repository of structured organic reaction records. The task is: describe an organic reaction: reactants, conditions, products, and yield The reactants are CC(C)(C)OC(=O)c1ccccc1-c1ccc(CBr)cc1, CCCCc1nc2cscc2[nH]1, [H-], [Na+], CN(C)C=O. Yields the product CCCCc1nc2cscc2n1Cc1ccc(-c2ccccc2C(=O)OC(C)(C)C)cc1. As a reaction SMILES: [C:15]([CH3:16])([CH3:17])([CH3:18])[O:19][C:20](=[O:21])[c:22]1[c:23](-[c:28]2[cH:29][cH:30][c:31]([CH2:34][Br:35])[cH:32][cH:33]2)[cH:24][cH:25][cH:26][cH:27]1.[CH2:1]([CH2:2][CH2:3][CH3:4])[c:5]1[n:6][c:7]2[c:8]([nH:9]1)[cH:10][s:11][cH:12]2.[H-:14].[Na+:13].[O:36]=[CH:37][N:38]([CH3:39])[CH3:40]>>[CH2:1]([CH2:2][CH2:3][CH3:4])[c:5]1[n:6][c:7]2[c:8]([n:9]1[CH2:34][c:31]1[cH:30][cH:29][c:28](-[c:23]3[c:22]([C:20]([O:19][C:15]([CH3:16])([CH3:17])[CH3:18])=[O:21])[cH:27][cH:26][cH:25][cH:24]3)[cH:33][cH:32]1)[cH:10][s:11][cH:12]2. Starting materials: CCOC(C)=O, Cn1ncc2c([N+](=O)[O-])cccc2c1=O, [H][H]. The product is Cn1ncc2c(N)cccc2c1=O. As a reaction SMILES: [CH3:18][CH2:19][O:20][C:21](=[O:22])[CH3:23].[CH3:1][n:2]1[c:3](=[O:15])[c:4]2[cH:5][cH:6][cH:7][c:8]([N+:12]([O-:13])=[O:14])[c:9]2[cH:10][n:11]1.[H:16][H:17]>>[CH3:1][n:2]1[c:3](=[O:15])[c:4]2[cH:5][cH:6][cH:7][c:8]([NH2:12])[c:9]2[cH:10][n:11]1. The reactants are Cc1ccccc1, BrP(Br)Br, CC(O)c1ccc2ccccc2c1. The product is CC(Br)c1ccc2ccccc2c1. As a reaction SMILES: [CH3:18][c:19]1[cH:20][cH:21][cH:22][cH:23][cH:24]1.[P:14]([Br:15])([Br:16])[Br:17].[cH:1]1[c:2]([CH:11]([CH3:12])[OH:13])[cH:3][cH:4][c:5]2[cH:6][cH:7][cH:8][cH:9][c:10]12>>[cH:1]1[c:2]([CH:11]([CH3:12])[Br:15])[cH:3][cH:4][c:5]2[cH:6][cH:7][cH:8][cH:9][c:10]12. Starting materials: C1CCOC1, CS(=O)(=O)OCc1[nH]ccc1Cc1ccccc1, CC(C)C(C(=O)O)c1cc2ccc(Cl)cc2s1, CN(C)C=O. The product is CC(C)C(C(=O)OCc1[nH]ccc1Cc1ccccc1)c1cc2ccc(Cl)cc2s1. As a reaction SMILES: [CH2:36]1[O:37][CH2:38][CH2:39][CH2:40]1.[CH3:18][S:19]([O:20][CH2:23][c:24]1[nH:25][cH:26][cH:27][c:28]1[CH2:29][c:30]1[cH:31][cH:32][cH:33][cH:34][cH:35]1)(=[O:21])=[O:22].[Cl:1][c:2]1[cH:3][c:4]2[c:5]([cH:6][c:7]([CH:9]([C:10](=[O:11])[OH:12])[CH:13]([CH3:14])[CH3:15])[s:8]2)[cH:16][cH:17]1.[O:41]=[CH:42][N:43]([CH3:44])[CH3:45]>>[Cl:1][c:2]1[cH:3][c:4]2[c:5]([cH:6][c:7]([CH:9]([C:10](=[O:11])[O:12][CH2:23][c:24]3[nH:25][cH:26][cH:27][c:28]3[CH2:29][c:30]3[cH:31][cH:32][cH:33][cH:34][cH:35]3)[CH:13]([CH3:14])[CH3:15])[s:8]2)[cH:16][cH:17]1. The reactants are C1(=CC=CC=C1)CN1C(NC=2N=CN(C2C1=O)CC1=CC=CC=C1)=O (1,7-bis(phenylmethyl)purin-2,6-dione), O=P(Cl)(Cl)Cl (POCl3). Yields the product ClC=1N(C(C=2N(C=NC2N1)CC1=CC=CC=C1)=O)CC1=CC=CC=C1 (2-chloro-1,7-bis(phenylmethyl)purin-6-one). As a reaction SMILES: [C:1]1([CH2:7][N:8]2[C:16](=[O:17])[C:15]3[N:14]([CH2:18][C:19]4[CH:24]=[CH:23][CH:22]=[CH:21][CH:20]=4)[CH:13]=[N:12][C:11]=3[NH:10][C:9]2=O)[CH:6]=[CH:5][CH:4]=[CH:3][CH:2]=1.O=P(Cl)(Cl)[Cl:28]>>[Cl:28][C:9]1[N:8]([CH2:7][C:1]2[CH:6]=[CH:5][CH:4]=[CH:3][CH:2]=2)[C:16](=[O:17])[C:15]2[N:14]([CH2:18][C:19]3[CH:24]=[CH:23][CH:22]=[CH:21][CH:20]=3)[CH:13]=[N:12][C:11]=2[N:10]=1. Procedure: Treat 1,7-bis(phenylmethyl)purin-2,6-dione with POCl3 in accordance with Preparative Example 4, to give the title compound, an off-white solid, EI MS: M+=350. The reactants are C([O-])([O-])=O.[Cs+].[Cs+] (cesium carbonate), FC(C1=CC=C(C=C1)B(O)O)(F)F ([4-(trifluoromethyl)phenyl]boronic acid), ClC1=CC(=NC=C1)C#N (4-Chloropyridine-2-carbonitrile). Product: FC(C1=CC=C(C=C1)C1=CC(=NC=C1)C#N)(F)F (4-[4-(trifluoromethyl)phenyl]pyridine-2-carbonitrile). Reaction conditions: temperature 100 celsius, time 4 hour. The reagents and catalysts are C(C)(=O)[O-].[Pd+2].C(C)(=O)[O-].CC(C)C1=CC(=C(C(=C1)C(C)C)C2=C(C=CC=C2)P(C3CCCCC3)C4CCCCC4)C(C)C (palladium acetate XPhos). Reported procedure: 4-Chloropyridine-2-carbonitrile 19B (2.0 gr, 14.44 mmol) was dissolved in 35 ml of dioxane. The solution was added with cesium carbonate (6.8 gr), [4-(trifluoromethyl)phenyl]boronic acid (1.2 equiv., 3.3 gr) and palladium acetate/XPhos (80 mg/280 mg) under argon atmosphere. The mixture was stirred at 100° C. for 4 hours. The reaction is filtered through a pad of celite, concentrated and crystallized from diethyl ether/petroleum ether to give a beige solid (3.2 gr, 12.85 mmol, yield: 89%) 1HNMR (... Yield: 89.0%. Reaction SMILES: Cl[C:2]1[CH:7]=[CH:6][N:5]=[C:4]([C:8]#[N:9])[CH:3]=1.C(=O)([O-])[O-].[Cs+].[Cs+].[F:16][C:17]([F:28])([F:27])[C:18]1[CH:23]=[CH:22][C:21](B(O)O)=[CH:20][CH:19]=1>O1CCOCC1.C([O-])(=O)C.[Pd+2].C([O-])(=O)C.CC(C1C=C(C(C)C)C(C2C=CC=CC=2P(C2CCCCC2)C2CCCCC2)=C(C(C)C)C=1)C>[F:16][C:17]([F:28])([F:27])[C:18]1[CH:23]=[CH:22][C:21]([C:2]2[CH:7]=[CH:6][N:5]=[C:4]([C:8]#[N:9])[CH:3]=2)=[CH:20][CH:19]=1 |f:1.2.3,6.7.8.9|. Run in O1CCOCC1 (dioxane). Reactants: C1=C(C=CC2=CC=CC=C12)O (2-naphthol), crystals, [O-]CC.[Na+] (sodium ethoxide), N(=O)OCCC(C)C (isopentyl nitrite), NC1=NC=CC=C1C (2-amino-3-methylpyridine). Run in C(C)O (ethanol), O (Water), C(C)O (ethanol). Product: CC=1C(=NC=CC1)N=NC1=C(C=CC2=CC=CC=C12)O (1-(3-methyl-2-pyridylazo)-2-naphthol). Reaction SMILES: [O-]CC.[Na+].[N:5](OCCC(C)C)=O.[NH2:13][C:14]1[C:19]([CH3:20])=[CH:18][CH:17]=[CH:16][N:15]=1.[CH:21]1[C:30]2[C:25](=[CH:26][CH:27]=[CH:28][CH:29]=2)[CH:24]=[CH:23][C:22]=1[OH:31]>C(O)C.O>[CH3:20][C:19]1[C:14]([N:13]=[N:5][C:21]2[C:30]3[C:25](=[CH:26][CH:27]=[CH:28][CH:29]=3)[CH:24]=[CH:23][C:22]=2[OH:31])=[N:15][CH:16]=[CH:17][CH:18]=1 |f:0.1|. Procedure details: A reaction flask was loaded with ethanol (25 ml), sodium ethoxide (2.5 g), isopentyl nitrite (4.3 g), and 2-amino-3-methylpyridine (4 g), and they were mixed. The mixture was heated up to the reflux temperature of the solvent with stirring and stirred at the reflux temperature for 3 hours. Then, the heating was stopped and the mixture was cooled to room temperature with stirring. To this, 2-naphthol (3 g) dissolved in ethanol (5 ml) was dropwise added in 1.5 hours. The mixture was heated again a...